This data is from the Open Reaction Database (ORD), a public repository of structured organic reaction records. The task is: describe an organic reaction: reactants, conditions, products, and yield The reactants are COC1=CC=C(CN(C2=NC=C(C=N2)C=2C3=C(N=C(N2)N2CCOCC2)NCC3)CC3=CC=C(C=C3)OC)C=C1 (bis-(4-methoxy-benzyl)-[5-(2-morpholin-4-yl-6,7-dihydro-5H-pyrrolo[2,3-d]pyrimidin-4-yl)-pyrimidin-2-yl]-amine), BrC1=CC=C(C=C1)CC(=O)N1CCN(CC1)CC (2-(4-bromo-phenyl)-1-(4-ethyl-piperazin-1-yl)-ethanone). Product: COC1=CC=C(CN(C2=NC=C(C=N2)C=2C3=C(N=C(N2)N2CCOCC2)N(CC3)C3=CC=C(C=C3)CC(=O)N3CCN(CC3)CC)CC3=CC=C(C=C3)OC)C=C1 (2-[4-(4-{2-[bis-(4-methoxy-benzyl)-amino]-pyrimidin-5-yl}-2-morpholin-4-yl-5,6-dihydro-pyrrolo[2,3-d]pyrimidin-7-yl)-phenyl]-1-(4-ethyl-piperazin-1-yl)-ethanone). Reaction SMILES: [CH3:1][O:2][C:3]1[CH:40]=[CH:39][C:6]([CH2:7][N:8]([CH2:30][C:31]2[CH:36]=[CH:35][C:34]([O:37][CH3:38])=[CH:33][CH:32]=2)[C:9]2[N:14]=[CH:13][C:12]([C:15]3[C:16]4[CH2:29][CH2:28][NH:27][C:17]=4[N:18]=[C:19]([N:21]4[CH2:26][CH2:25][O:24][CH2:23][CH2:22]4)[N:20]=3)=[CH:11][N:10]=2)=[CH:5][CH:4]=1.Br[C:42]1[CH:47]=[CH:46][C:45]([CH2:48][C:49]([N:51]2[CH2:56][CH2:55][N:54]([CH2:57][CH3:58])[CH2:53][CH2:52]2)=[O:50])=[CH:44][CH:43]=1>>[CH3:38][O:37][C:34]1[CH:33]=[CH:32][C:31]([CH2:30][N:8]([CH2:7][C:6]2[CH:5]=[CH:4][C:3]([O:2][CH3:1])=[CH:40][CH:39]=2)[C:9]2[N:10]=[CH:11][C:12]([C:15]3[C:16]4[CH2:29][CH2:28][N:27]([C:42]5[CH:43]=[CH:44][C:45]([CH2:48][C:49]([N:51]6[CH2:52][CH2:53][N:54]([CH2:57][CH3:58])[CH2:55][CH2:56]6)=[O:50])=[CH:46][CH:47]=5)[C:17]=4[N:18]=[C:19]([N:21]4[CH2:26][CH2:25][O:24][CH2:23][CH2:22]4)[N:20]=3)=[CH:13][N:14]=2)=[CH:36][CH:35]=1. Reported procedure: Using bis-(4-methoxy-benzyl)-[5-(2-morpholin-4-yl-6,7-dihydro-5H-pyrrolo[2,3-d]pyrimidin-4-yl)-pyrimidin-2-yl]-amine (200 mg) and 2-(4-bromo-phenyl)-1-(4-ethyl-piperazin-1-yl)-ethanone (137 mg) instead of 4-chloropicolinic acid t-butylamide, in the same manner as Example 1-D-07, a crude product of 2-[4-(4-{2-[bis-(4-methoxy-benzyl)-amino]-pyrimidin-5-yl}-2-morpholin-4-yl-5,6-dihydro-pyrrolo[2,3-d]pyrimidin-7-yl)-phenyl]-1-(4-ethyl-piperazin-1-yl)-ethanone was obtained, and further PMB group was ... RXN SMILES: [CH3:25][C:26](=[O:27])[OH:28].[ClH:24].[c:1]1([CH2:7][c:8]2[c:9]([C:14]3([OH:23])[CH2:15][CH2:16][CH:17]([N:20]([CH3:21])[CH3:22])[CH2:18][CH2:19]3)[cH:10][cH:11][cH:12][cH:13]2)[cH:2][cH:3][cH:4][cH:5][cH:6]1>>[c:1]1([CH2:7][c:8]2[c:9]([C:14]3=[CH:15][CH2:16][CH:17]([N:20]([CH3:21])[CH3:22])[CH2:18][CH2:19]3)[cH:10][cH:11][cH:12][cH:13]2)[cH:2][cH:3][cH:4][cH:5][cH:6]1. Reactants: CC(=O)O, Cl, CN(C)C1CCC(O)(c2ccccc2Cc2ccccc2)CC1. Product: CN(C)C1CC=C(c2ccccc2Cc2ccccc2)CC1. Reactants: FC1=CC(=C(C#N)C=C1)OC (4-fluoro-2-methoxy-benzonitrile), [Cl-].[Cl-].[Cl-].[Al+3] (aluminum trichloride), O (water). Run in ClC(C)Cl (dichloroethane). Yields the product FC1=CC(=C(C#N)C=C1)O (4-fluoro-2-hydroxy-benzonitrile). Yield: 86.0%. RXN SMILES: [F:1][C:2]1[CH:9]=[CH:8][C:5]([C:6]#[N:7])=[C:4]([O:10]C)[CH:3]=1.[Cl-].[Cl-].[Cl-].[Al+3].O>ClC(Cl)C>[F:1][C:2]1[CH:9]=[CH:8][C:5]([C:6]#[N:7])=[C:4]([OH:10])[CH:3]=1 |f:1.2.3.4|. Procedure: To a solution of 1 g of 4-fluoro-2-methoxy-benzonitrile in 15 mL of dichloroethane was added 1.1 g of aluminum trichloride. The resulting mixture was refluxed for 1 day then poured slowly into water and extracted with ethyl acetate. The organic extracts were washed twice with 10% aqueous solution of sodium hydroxide. The combined basic layers were washed twice with ethyl acetate, acidified with concentrated aqueous solution of hydrochloric acid and extracted three times with ethyl acetate. The c... The reactants are C(C1=CC=CC=C1)OC1=C2N(C=3C(=NN(C(C31)=O)CC3=CC(=C(C=C3)F)Cl)C(CNNC(=O)N)=O)CCN(C2=O)C (2-{2-[10-(benzyloxy)-2-(3-chloro-4-fluorobenzyl)-8-methyl-1,9-dioxo-1,2,6,7,8,9-hexahydropyrazino[1′,2′:1,5]pyrrolo[2,3-d]pyridazin-4-yl]-2-oxoethyl}hydrazinecarboxamide), C(C)(=O)O (acetic acid). Run in C(C)O (ethanol). Product: ClC=1C=C(CN2N=C(C3=C(C2=O)C(=C2N3CCN(C2=O)C)OCC2=CC=CC=C2)C2=NC(NNC2)=O)C=CC1F (2-(3-Chloro-4-fluorobenzyl)-10-(benzyloxy)-4-(3-oxo-1,2,3,6-tetrahydro-1,2,4-triazin-5-yl)-8-methyl-7,8-dihydropyrazino[1′,2′:1,5]pyrrolo[2,3-d]pyridazine-1,9(2H,6H)-dione). Reaction SMILES: [CH2:1]([O:8][C:9]1[C:17]2[C:16](=[O:18])[N:15]([CH2:19][C:20]3[CH:25]=[CH:24][C:23]([F:26])=[C:22]([Cl:27])[CH:21]=3)[N:14]=[C:13]([C:28](=O)[CH2:29][NH:30][NH:31][C:32]([NH2:34])=[O:33])[C:12]=2[N:11]2[CH2:36][CH2:37][N:38]([CH3:41])[C:39](=[O:40])[C:10]=12)[C:2]1[CH:7]=[CH:6][CH:5]=[CH:4][CH:3]=1.C(O)(=O)C>C(O)C>[Cl:27][C:22]1[CH:21]=[C:20]([CH:25]=[CH:24][C:23]=1[F:26])[CH2:19][N:15]1[C:16](=[O:18])[C:17]2[C:9]([O:8][CH2:1][C:2]3[CH:7]=[CH:6][CH:5]=[CH:4][CH:3]=3)=[C:10]3[C:39](=[O:40])[N:38]([CH3:41])[CH2:37][CH2:36][N:11]3[C:12]=2[C:13]([C:28]2[CH2:29][NH:30][NH:31][C:32](=[O:33])[N:34]=2)=[N:14]1. Procedure: A solution of the above hydrazinecarboxamide (0.20 g, 0.34 mmol) and glacial acetic acid (0.1 mL) in absolute ethanol (5 mL) was heated in a sealed tube in an oil bath at 100° C. overnight. The reaction mixture was concentrated under vacuum. The residue was partitioned between chloroform and aqueous sodium bicarbonate. The organic extract was washed with brine, dried over anhydrous magnesium sulfate, filtered, and concentrated under vacuum to provide the corresponding cyclized trazinyl intermedi...